From a dataset of the Open Reaction Database (ORD), a public repository of structured organic reaction records. describe an organic reaction: reactants, conditions, products, and yield Reactants: CC#N, [K+], [K+], CC(C)c1cccc(Nc2nc3cc(Oc4ccnc(C(=O)NCCN)c4)ccc3n2C)c1, O=C([O-])[O-], O, O=S(=O)(Cl)Cc1ccccc1. Yields the product CC(C)c1cccc(Nc2nc3cc(Oc4ccnc(C(=O)NCCNS(=O)(=O)Cc5ccccc5)c4)ccc3n2C)c1. As a reaction SMILES: [CH3:40][C:41]#[N:42].[K+:34].[K+:35].[NH2:1][CH2:2][CH2:3][NH:4][C:5](=[O:6])[c:7]1[n:8][cH:9][cH:10][c:11]([O:13][c:14]2[cH:15][c:16]3[c:17]([n:18]([CH3:31])[c:19]([NH:21][c:22]4[cH:23][c:24]([CH:28]([CH3:29])[CH3:30])[cH:25][cH:26][cH:27]4)[n:20]3)[cH:32][cH:33]2)[cH:12]1.[O-:36][C:37]([O-:38])=[O:39].[OH2:54].[c:43]1([CH2:49][S:50](=[O:51])(=[O:52])[Cl:53])[cH:44][cH:45][cH:46][cH:47][cH:48]1>>[NH:1]([CH2:2][CH2:3][NH:4][C:5](=[O:6])[c:7]1[n:8][cH:9][cH:10][c:11]([O:13][c:14]2[cH:15][c:16]3[c:17]([n:18]([CH3:31])[c:19]([NH:21][c:22]4[cH:23][c:24]([CH:28]([CH3:29])[CH3:30])[cH:25][cH:26][cH:27]4)[n:20]3)[cH:32][cH:33]2)[cH:12]1)[S:50]([CH2:49][c:43]1[cH:44][cH:45][cH:46][cH:47][cH:48]1)(=[O:51])=[O:52].